Task: describe an organic reaction: reactants, conditions, products, and yield. Dataset: the Open Reaction Database (ORD), a public repository of structured organic reaction records Starting materials: [Ag], CC[N+](CC)(CC)CC, CN(C)C=O, [Cl-], CC(C)(Cl)c1ccc(C(=O)CCCCl)cc1, Cl, [Mg], O=C=O. Product: CC(C)(C(=O)O)c1ccc(C(=O)CCCCl)cc1. As a reaction SMILES: [Ag:37].[CH2:23]([N+:24]([CH2:25][CH3:26])([CH2:27][CH3:28])[CH2:29][CH3:30])[CH3:31].[CH3:32][N:33]([CH3:34])[CH:35]=[O:36].[Cl-:22].[Cl:5][C:6]([CH3:7])([CH3:8])[c:9]1[cH:10][cH:11][c:12]([C:15]([CH2:16][CH2:17][CH2:18][Cl:19])=[O:20])[cH:13][cH:14]1.[ClH:21].[Mg:1].[O:2]=[C:3]=[O:4]>>[O:2]=[C:3]([OH:4])[C:6]([CH3:7])([CH3:8])[c:9]1[cH:10][cH:11][c:12]([C:15]([CH2:16][CH2:17][CH2:18][Cl:19])=[O:20])[cH:13][cH:14]1. Reactants: N1CCC2(CC1)CSC1=C(O2)C2=CC=CC=C2C(C1=O)=O (spiro[naphtho[1,2-b][1,4]oxathiine-2,4′-piperidine]-5,6-dione), N1(N=CC=C1)C1=CC=C(C(=O)Cl)C=C1 (4-(1H-pyrazol-1-yl)benzoyl chloride). Yields the product N1(N=CC=C1)C1=CC=C(C(=O)N2CCC3(CC2)CSC2=C(O3)C3=CC=CC=C3C(C2=O)=O)C=C1 (1′-[4-(1H-pyrazol-1-yl)benzoyl]spiro[naphtho[1,2-b][1,4]oxathiine-2,4′-piperidine]-5,6-dione). Reaction SMILES: [NH:1]1[CH2:6][CH2:5][C:4]2([O:11][C:10]3[C:12]4[C:17]([C:18](=[O:21])[C:19](=[O:20])[C:9]=3[S:8][CH2:7]2)=[CH:16][CH:15]=[CH:14][CH:13]=4)[CH2:3][CH2:2]1.[N:22]1([C:27]2[CH:35]=[CH:34][C:30]([C:31](Cl)=[O:32])=[CH:29][CH:28]=2)[CH:26]=[CH:25][CH:24]=[N:23]1>>[N:22]1([C:27]2[CH:35]=[CH:34][C:30]([C:31]([N:1]3[CH2:2][CH2:3][C:4]4([O:11][C:10]5[C:12]6[C:17]([C:18](=[O:21])[C:19](=[O:20])[C:9]=5[S:8][CH2:7]4)=[CH:16][CH:15]=[CH:14][CH:13]=6)[CH2:5][CH2:6]3)=[O:32])=[CH:29][CH:28]=2)[CH:26]=[CH:25][CH:24]=[N:23]1. Reported procedure: Compound 44 was synthesized using spiro[naphtho[1,2-b][1,4]oxathiine-2,4′-piperidine]-5,6-dione, 4-(1H-pyrazol-1-yl)benzoyl chloride and conditions outlined in procedure N. M.p.=299-300° C.; 300 MHz 1H NMR (DMSO-d6) δ 8.06 (d, 1H), 8.0 (s, 1H), 7.64 (m, 4H), 7.65 (t, 1H), 7.50 (m, 3H), 6.52 (s, 1H), 3.42 (m, 2H), 2.96 (s, 2H), 2.22 (m, 2H), 1.92 (m 2H), 1.58 (s, 2H); LCMS: 472 [M+H]. Reactants: FC=1C=C(CN)C=CC1 (3-fluorobenzylamine), C1(CCCCC1)N=C=NC1CCCCC1 (dicyclohexylcarbodiimide), C(=S)=S (carbon disulfide). Run in CCOCC (ether), CCOCC (ether). Conditions: temperature 25 celsius, time 17 hour. Product: FC=1C=C(CN=C=S)C=CC1 (3-fluorobenzylisothiocyanate). Reaction SMILES: [F:1][C:2]1[CH:3]=[C:4]([CH:7]=[CH:8][CH:9]=1)[CH2:5][NH2:6].C1(N=C=NC2CCCCC2)CCCCC1.[C:25](=S)=[S:26]>CCOCC>[F:1][C:2]1[CH:3]=[C:4]([CH:7]=[CH:8][CH:9]=1)[CH2:5][N:6]=[C:25]=[S:26]. Procedure details: A solution of 3-fluorobenzylamine (6.26 g., 0.05 mole) in ether (10 ml.) was added dropwise to a solution of dicyclohexylcarbodiimide (10.3 g., 0.05 mole) and carbon disulfide (20 ml., 0.333 mole) in ether (60 ml.) at -5 °to -10° C. and the mixture was stirred for 17 hours at 25° C. The mixture was filtered, and the solvent was removed under vacuum. The resulting oil was dissolved in hexane-ethyl acetate (19:1), filtered and the solvent removed under vacuum. The oil was then dissolved in hexane-...